From a dataset of the Open Reaction Database (ORD), a public repository of structured organic reaction records. describe an organic reaction: reactants, conditions, products, and yield Starting materials: CC(=O)c1cc2c(-c3cc(C(C)C)cc(C(C)C)c3OCC(F)(F)F)cccc2o1, CCOC(=O)CP(=O)(OCC)OCC, [H-], [Na+], CN(C)C=O, O. Product: CCOC(=O)C=C(C)c1cc2c(-c3cc(C(C)C)cc(C(C)C)c3OCC(F)(F)F)cccc2o1. Reaction SMILES: [C:17]([CH3:18])(=[O:19])[c:20]1[cH:21][c:22]2[c:23]([o:24]1)[cH:25][cH:26][cH:27][c:28]2-[c:29]1[c:30]([O:41][CH2:42][C:43]([F:44])([F:45])[F:46])[c:31]([CH:38]([CH3:39])[CH3:40])[cH:32][c:33]([CH:35]([CH3:36])[CH3:37])[cH:34]1.[CH3:3][CH2:4][O:5][C:6](=[O:7])[CH2:8][P:9]([O:10][CH2:11][CH3:12])([O:13][CH2:14][CH3:15])=[O:16].[H-:2].[Na+:1].[O:48]=[CH:49][N:50]([CH3:51])[CH3:52].[OH2:47]>>[CH3:3][CH2:4][O:5][C:6](=[O:7])[CH:8]=[C:17]([CH3:18])[c:20]1[cH:21][c:22]2[c:23]([o:24]1)[cH:25][cH:26][cH:27][c:28]2-[c:29]1[c:30]([O:41][CH2:42][C:43]([F:44])([F:45])[F:46])[c:31]([CH:38]([CH3:39])[CH3:40])[cH:32][c:33]([CH:35]([CH3:36])[CH3:37])[cH:34]1.